Dataset: the Open Reaction Database (ORD), a public repository of structured organic reaction records. Task: describe an organic reaction: reactants, conditions, products, and yield Starting materials: ClCCCCC1(C(NC2=CC(=CC=C12)F)=O)CC (3-(4-chlorobutyl)-3-ethyl-6-fluoro-1,3-dihydro-2H-indol-2-one), ClC=1C=C(C=CC1)N1CCNCC1 (1-(3-chloro-phenyl)-piperazine). Reaction SMILES: Cl[CH2:2][CH2:3][CH2:4][CH2:5][C:6]1([CH2:17][CH3:18])[C:14]2[C:9](=[CH:10][C:11]([F:15])=[CH:12][CH:13]=2)[NH:8][C:7]1=[O:16].[Cl:19][C:20]1[CH:21]=[C:22]([N:26]2[CH2:31][CH2:30][NH:29][CH2:28][CH2:27]2)[CH:23]=[CH:24][CH:25]=1>>[Cl:19][C:20]1[CH:21]=[C:22]([N:26]2[CH2:31][CH2:30][N:29]([CH2:2][CH2:3][CH2:4][CH2:5][C:6]3([CH2:17][CH3:18])[C:14]4[C:9](=[CH:10][C:11]([F:15])=[CH:12][CH:13]=4)[NH:8][C:7]3=[O:16])[CH2:28][CH2:27]2)[CH:23]=[CH:24][CH:25]=1. Procedure: The title compound is prepared according to process H by applying processing method 1 starting from 3-(4-chlorobutyl)-3-ethyl-6-fluoro-1,3-dihydro-2H-indol-2-one and 1-(3-chloro-phenyl)-piperazine. Product: ClC=1C=C(C=CC1)N1CCN(CC1)CCCCC1(C(NC2=CC(=CC=C12)F)=O)CC (3-{4-[4-(3-Chlorophenyl)-piperazin-1-yl]-butyl}-3-ethyl-6-fluoro-1,3-dihydro-2H-indol-2-one). The reactants are ClCCl, CC(CCCc1ccc(F)cc1)c1cc(O)c2c(c1)OC(C)(C)C1=C2CCC1, C(=NC1CCCCC1)=NC1CCCCC1, Cl, Cl, O=C(O)CCN1CCCCC1. Product: CC(CCCc1ccc(F)cc1)c1cc(OC(=O)CCN2CCCCC2)c2c(c1)OC(C)(C)C1=C2CCC1, Cl. RXN SMILES: [CH2:57]([Cl:58])[Cl:59].[CH3:1][C:2]1([CH3:28])[O:3][c:4]2[c:5]([c:11]([OH:27])[cH:12][c:13]([CH:15]([CH2:16][CH2:17][CH2:18][c:19]3[cH:20][cH:21][c:22]([F:25])[cH:23][cH:24]3)[CH3:26])[cH:14]2)[C:6]2=[C:7]1[CH2:8][CH2:9][CH2:10]2.[CH:29]1([N:30]=[C:31]=[N:32][CH:33]2[CH2:34][CH2:35][CH2:36][CH2:37][CH2:38]2)[CH2:39][CH2:40][CH2:41][CH2:42][CH2:43]1.[ClH:44].[ClH:56].[N:45]1([CH2:51][CH2:52][C:53](=[O:54])[OH:55])[CH2:46][CH2:47][CH2:48][CH2:49][CH2:50]1>>[CH3:1][C:2]1([CH3:28])[O:3][c:4]2[c:5]([c:11]([O:27][C:53]([CH2:52][CH2:51][N:45]3[CH2:46][CH2:47][CH2:48][CH2:49][CH2:50]3)=[O:54])[cH:12][c:13]([CH:15]([CH2:16][CH2:17][CH2:18][c:19]3[cH:20][cH:21][c:22]([F:25])[cH:23][cH:24]3)[CH3:26])[cH:14]2)[C:6]2=[C:7]1[CH2:8][CH2:9][CH2:10]2.[ClH:44]. Reactants: OCC1=CC=C(C=C1)C1=CC(NS1(=O)=O)=O (5-[4-(Hydroxymethyl)phenyl]isothiazol-3(2H)-one 1,1-dioxide), C(C)[SiH](CC)CC (triethylsilane), O(C1=CC=CC=C1)C1=CC=C(C=O)C=C1 (4-Phenoxybenzaldehyde), C(C)[SiH](CC)CC (triethylsilane). The solvent is Cl (hydrogen chloride), O1CCOCC1 (1,4-dioxane), Cl (hydrogen chloride), O1CCOCC1 (1,4-dioxane). Reaction conditions: time 21 hour. The product is O(C1=CC=CC=C1)C1=CC=C(COCC2=CC=C(C=C2)C2=CC(NS2(=O)=O)=O)C=C1 (5-(4-[(4-phenoxybenzyl)oxy]methylphenyl)isothiazol-3(2H)-one 1,1-dioxide). Yield: 5.0%. Reaction SMILES: [OH:1][CH2:2][C:3]1[CH:8]=[CH:7][C:6]([C:9]2[S:13](=[O:15])(=[O:14])[NH:12][C:11](=[O:16])[CH:10]=2)=[CH:5][CH:4]=1.[O:17]([C:24]1[CH:31]=[CH:30][C:27]([CH:28]=O)=[CH:26][CH:25]=1)[C:18]1[CH:23]=[CH:22][CH:21]=[CH:20][CH:19]=1.C([SiH](CC)CC)C>Cl.O1CCOCC1>[O:17]([C:24]1[CH:25]=[CH:26][C:27]([CH2:28][O:1][CH2:2][C:3]2[CH:4]=[CH:5][C:6]([C:9]3[S:13](=[O:15])(=[O:14])[NH:12][C:11](=[O:16])[CH:10]=3)=[CH:7][CH:8]=2)=[CH:30][CH:31]=1)[C:18]1[CH:19]=[CH:20][CH:21]=[CH:22][CH:23]=1. Reported procedure: 5-[4-(Hydroxymethyl)phenyl]isothiazol-3(2H)-one 1,1-dioxide (80 mg, 0.33 mmol) was suspended in 4 M hydrogen chloride in 1,4-dioxane (2.0 mL). 4-Phenoxybenzaldehyde (0.080 mL, 0.46 mmol) was added, followed 15 minutes later by triethylsilane (0.075 mL, 0.47 mmol). After stirring for 21 h, additional triethylsilane (0.050 mL, 0.31 mmol) was added, followed 3.5 h later by 4 M hydrogen chloride in 1,4-dioxane (1.0 mL, 4 mmol). The product was purified on a 50 mm Luna C18 column using a 20–100% acet... Starting materials: C(\C=C\CCCCCCC)(=O)O (trans-2-decenoic acid), CN(CCCCCCO)C (6-dimethylamino-1-hexanol). The product is C(\C=C\CCCCCCC)(=O)OCCCCCCN(C)C ((E)-6-(dimethylamino)hexyl dec-2-enoate). Reaction SMILES: [C:1]([OH:12])(=[O:11])/[CH:2]=[CH:3]/[CH2:4][CH2:5][CH2:6][CH2:7][CH2:8][CH2:9][CH3:10].[CH3:13][N:14]([CH3:22])[CH2:15][CH2:16][CH2:17][CH2:18][CH2:19][CH2:20]O>>[C:1]([O:12][CH2:20][CH2:19][CH2:18][CH2:17][CH2:16][CH2:15][N:14]([CH3:22])[CH3:13])(=[O:11])/[CH:2]=[CH:3]/[CH2:4][CH2:5][CH2:6][CH2:7][CH2:8][CH2:9][CH3:10]. Procedure: The same operation as in Example 1-1 or 1-2 was carried out using trans-2-decenoic acid and 6-dimethylamino-1-hexanol as starting materials to give the aimed compound. Reactants: CCC(C)C(NC(=O)CC(C)C)C(=O)O, CC(NC(=O)OC(C)(C)C)C(=O)O, CC(C)COC(=O)C(C)N, CN(C)c1ccncc1, CC(C)CO, Cl. Product: CCC(C)C(NC(=O)CC(C)C)C(=O)NC(C)C(=O)OCC(C)C. RXN SMILES: [C:1]([CH2:2][CH:3]([CH3:4])[CH3:5])(=[O:6])[NH:7][CH:8]([CH:9]([CH3:10])[CH2:11][CH3:12])[C:13](=[O:14])[OH:15].[C:27]([NH:28][CH:29]([C:30]([OH:31])=[O:32])[CH3:33])([O:34][C:35]([CH3:36])([CH3:37])[CH3:38])=[O:39].[CH2:17]([CH:18]([CH3:19])[CH3:20])[O:21][C:22]([CH:23]([NH2:24])[CH3:25])=[O:26].[CH3:40][N:41]([c:42]1[cH:43][cH:44][n:45][cH:46][cH:47]1)[CH3:48].[CH3:49][CH:50]([CH3:51])[CH2:52][OH:53].[ClH:16]>>[C:1]([CH2:2][CH:3]([CH3:4])[CH3:5])(=[O:6])[NH:7][CH:8]([CH:9]([CH3:10])[CH2:11][CH3:12])[C:13](=[O:15])[NH:24][CH:23]([C:22]([O:21][CH2:17][CH:18]([CH3:19])[CH3:20])=[O:26])[CH3:25].